From a dataset of the Open Reaction Database (ORD), a public repository of structured organic reaction records. describe an organic reaction: reactants, conditions, products, and yield The reactants are COC(C1=C(C=C(C(=C1)[N+](=O)[O-])C(F)(F)F)NC(C)=O)=O (2-acetylamino-5-nitro-4-trifluoromethyl-benzoic acid methyl ester), [H][H] (hydrogen). Reagents/catalysts: [Pd] (Pd/C). The solvent is CO (methanol). Product: COC(C1=C(C=C(C(=C1)N)C(F)(F)F)NC(C)=O)=O (2-acetylamino-5-amino-4-trifluoromethyl-benzoic acid methyl ester). Yield: 103.1%. RXN SMILES: [CH3:1][O:2][C:3](=[O:21])[C:4]1[CH:9]=[C:8]([N+:10]([O-])=O)[C:7]([C:13]([F:16])([F:15])[F:14])=[CH:6][C:5]=1[NH:17][C:18](=[O:20])[CH3:19].[H][H]>CO.[Pd]>[CH3:1][O:2][C:3](=[O:21])[C:4]1[CH:9]=[C:8]([NH2:10])[C:7]([C:13]([F:16])([F:15])[F:14])=[CH:6][C:5]=1[NH:17][C:18](=[O:20])[CH3:19]. Reported procedure: A solution of 1.7 g (5.55 mmol) of 2-acetylamino-5-nitro-4-trifluoromethyl-benzoic acid methyl ester in 29 ml of methanol is treated with 250 mg of Pd/C (10%) and the mixture stirred under 5 bars of hydrogen for 20 minutes. The mixture is filtered and the filtrate concentrated in vacuo to give 1.58 g (quantitative) of 2-acetylamino-5-amino-4-trifluoromethyl-benzoic acid methyl ester as yellow crystals, m.p. 143-152° C. The reactants are C1CCOC1, CC[O-], CC[O-], CC[O-], CC[O-], CC(C)(C)S(N)=O, O=C1CCOCC1, [Ti+4]. Yields the product CC(C)(C)S(=O)N=C1CCOCC1. RXN SMILES: [CH2:15]1[O:16][CH2:17][CH2:18][CH2:19]1.[CH3:20][CH2:21][O-:22].[CH3:24][CH2:25][O-:26].[CH3:27][CH2:28][O-:29].[CH3:30][CH2:31][O-:32].[CH3:8][C:9]([CH3:10])([CH3:11])[S:12](=[O:13])[NH2:14].[O:1]1[CH2:2][CH2:3][C:4](=[O:7])[CH2:5][CH2:6]1.[Ti+4:23]>>[O:1]1[CH2:2][CH2:3][C:4](=[N:14][S:12]([C:9]([CH3:8])([CH3:10])[CH3:11])=[O:13])[CH2:5][CH2:6]1. The reactants are NC1=NC(=C(C(=N1)C=1OC=CC1)C=1C=CC(NC1)=O)C=1OC=CC1 (5-[2-amino-4,6-di(2-furyl)-5-pyrimidinyl]-1,2-dihydro-2-pyridinone), C(C=C)Br (allyl bromide). The product is NC1=NC(=C(C(=N1)C=1OC=CC1)C=1C=CC(N(C1)CC=C)=O)C=1OC=CC1 (5-[2-Amino-4,6-di(2-furyl)-5-pyrimidinyl]-1-allyl-1,2-dihydro-2-pyridinone). RXN SMILES: [NH2:1][C:2]1[N:7]=[C:6]([C:8]2[O:9][CH:10]=[CH:11][CH:12]=2)[C:5]([C:13]2[CH:14]=[CH:15][C:16](=[O:19])[NH:17][CH:18]=2)=[C:4]([C:20]2[O:21][CH:22]=[CH:23][CH:24]=2)[N:3]=1.[CH2:25](Br)[CH:26]=[CH2:27]>>[NH2:1][C:2]1[N:3]=[C:4]([C:20]2[O:21][CH:22]=[CH:23][CH:24]=2)[C:5]([C:13]2[CH:14]=[CH:15][C:16](=[O:19])[N:17]([CH2:27][CH:26]=[CH2:25])[CH:18]=2)=[C:6]([C:8]2[O:9][CH:10]=[CH:11][CH:12]=2)[N:7]=1. Reported procedure: The title compound was synthesized in a similar manner to Example 66 using 5-[2-amino-4,6-di(2-furyl)-5-pyrimidinyl]-1,2-dihydro-2-pyridinone and allyl bromide. Starting materials: C1CCOC1, COC=CC(C)=O, C[Si](C)(C)[N-][Si](C)(C)C, [Cl-], O=C(Cl)c1ccc(I)cc1, [Li+], [NH4+]. Product: COC=CC(=O)CC(=O)c1ccc(I)cc1. Reaction SMILES: [CH2:30]1[O:31][CH2:32][CH2:33][CH2:34]1.[CH3:11][O:12][CH:13]=[CH:14][C:15]([CH3:16])=[O:17].[CH3:1][Si:2]([CH3:3])([CH3:4])[N-:5][Si:6]([CH3:7])([CH3:8])[CH3:9].[Cl-:28].[I:18][c:19]1[cH:20][cH:21][c:22]([C:23](=[O:24])[Cl:25])[cH:26][cH:27]1.[Li+:10].[NH4+:29]>>[CH3:11][O:12][CH:13]=[CH:14][C:15]([CH2:16][C:23]([c:22]1[cH:21][cH:20][c:19]([I:18])[cH:27][cH:26]1)=[O:24])=[O:17]. Reactants: [Al+3], CCOCC, [H-], [H-], [H-], [H-], [Li+], NC(=O)Cc1c(-c2ccccc2)cn2ccccc12. Yields the product NCCc1c(-c2ccccc2)cn2ccccc12. RXN SMILES: [Al+3:21].[CH2:26]([O:27][CH2:28][CH3:29])[CH3:30].[H-:20].[H-:23].[H-:24].[H-:25].[Li+:22].[c:1]1(-[c:7]2[c:8]([CH2:16][C:17](=[O:18])[NH2:19])[c:9]3[cH:10][cH:11][cH:12][cH:13][n:14]3[cH:15]2)[cH:2][cH:3][cH:4][cH:5][cH:6]1>>[c:1]1(-[c:7]2[c:8]([CH2:16][CH2:17][NH2:19])[c:9]3[cH:10][cH:11][cH:12][cH:13][n:14]3[cH:15]2)[cH:2][cH:3][cH:4][cH:5][cH:6]1. Starting materials: ON=C(C1=CC2=C(N(C(S2)=O)CCOC2=CC=C(OC(C(=O)OCC)(C)C)C=C2)C=C1)C1=CC=CC=C1 (Ethyl 2-{4-[2-(6 [(hydroxyimino)(phenyl)methyl]-2-oxo-1,3-benzo-thiazol-3(2H)-yl)ethoxy]phenoxy}-2-methylpropanoate), [OH-].[K+] (potassium hydroxide), Cl (HCl). Solvent: C(C)O (ethanol), C(C)O (ethanol). Product: ON=C(C1=CC2=C(N(C(S2)=O)CCOC2=CC=C(OC(C(=O)O)(C)C)C=C2)C=C1)C1=CC=CC=C1 (2-{4-[2-(6-[(Hydroxyimino)(phenyl)methyl]-2-oxo-1,3-benzothiazol-3(2H)-yl)ethoxy]phenoxy}-2-methylpropanoic acid). RXN SMILES: [OH:1][N:2]=[C:3]([C:32]1[CH:37]=[CH:36][CH:35]=[CH:34][CH:33]=1)[C:4]1[CH:31]=[CH:30][C:7]2[N:8]([CH2:12][CH2:13][O:14][C:15]3[CH:29]=[CH:28][C:18]([O:19][C:20]([CH3:27])([CH3:26])[C:21]([O:23]CC)=[O:22])=[CH:17][CH:16]=3)[C:9](=[O:11])[S:10][C:6]=2[CH:5]=1.[OH-].[K+].Cl>C(O)C>[OH:1][N:2]=[C:3]([C:32]1[CH:37]=[CH:36][CH:35]=[CH:34][CH:33]=1)[C:4]1[CH:31]=[CH:30][C:7]2[N:8]([CH2:12][CH2:13][O:14][C:15]3[CH:29]=[CH:28][C:18]([O:19][C:20]([CH3:27])([CH3:26])[C:21]([OH:23])=[O:22])=[CH:17][CH:16]=3)[C:9](=[O:11])[S:10][C:6]=2[CH:5]=1 |f:1.2|. Procedure: To a solution of the compound obtained in Example 32 (0.5 g) in 5 ml of ethanol 95° there is added potassium hydroxide (107 mg) dissolved in 1 ml of ethanol 95°. The reaction mixture is heated at reflux overnight. After cooling to ambient temperature, the solution is acidified using 1N HCl. The precipitate obtained is then filtered and purified on a reverse phase, RP18, eluant MeOH/H2O 6/4, to yield the title compound in the form of a white powder. The reactants are CC1(OCCO1)C1=CC=C(S1)CN1N=CC(=N1)[N+](=O)[O-] (2-[5-(2-methyl-[1,3]dioxolan-2-yl)-thiophen-2-ylmethyl]-4-nitro-2H-[1,2,3]triazole), [NH4+].[Cl-] (NH4Cl), N#N (N2). The reagents and catalysts are [Fe] (iron). Run in CCO (EtOH), O (water). Run at temperature 85 celsius, time 20 minute. Product: CC1(OCCO1)C1=CC=C(S1)CN1N=CC(=N1)N (2-[5-(2-Methyl-[1,3]dioxolan-2-yl)-thiophen-2-ylmethyl]-2H-[1,2,3]triazol-4-ylamine). As a reaction SMILES: N#N.[CH3:3][C:4]1([C:9]2[S:13][C:12]([CH2:14][N:15]3[N:19]=[C:18]([N+:20]([O-])=O)[CH:17]=[N:16]3)=[CH:11][CH:10]=2)[O:8][CH2:7][CH2:6][O:5]1.[NH4+].[Cl-]>CCO.O.[Fe]>[CH3:3][C:4]1([C:9]2[S:13][C:12]([CH2:14][N:15]3[N:19]=[C:18]([NH2:20])[CH:17]=[N:16]3)=[CH:11][CH:10]=2)[O:8][CH2:7][CH2:6][O:5]1 |f:2.3|. Procedure: In a flame dried round-bottomed flask equipped with a magnetic stir bar and under inert atmosphere (N2), a mixture of 2-[5-(2-methyl-[1,3]dioxolan-2-yl)-thiophen-2-ylmethyl]-4-nitro-2H-[1,2,3]triazole (1.09 g, 3.68 mmol), iron powder (623 mg, 11.05 mmol) and NH4Cl (995 mg, 18.41 mmol) in a mixture of EtOH (10.0 mL) and water (5.0 mL) was stirred at 85° C. for 20 min. The reaction mixture was filtered while hot and concentrated under reduced pressure. CH2Cl2 (30 mL) was added followed by 1M NaOH ... RXN SMILES: [Cl:1][C:2]1[CH:7]=[C:6]([O:8][CH3:9])[CH:5]=[CH:4][C:3]=1[CH2:10][CH:11]=O.C1(P(=[CH:32][C:33]([O:35][C:36]([CH3:39])([CH3:38])[CH3:37])=[O:34])(C2C=CC=CC=2)C2C=CC=CC=2)C=CC=CC=1>C1(C)C=CC=CC=1>[Cl:1][C:2]1[CH:7]=[C:6]([O:8][CH3:9])[CH:5]=[CH:4][C:3]=1[CH2:10]/[CH:11]=[CH:32]/[C:33]([O:35][C:36]([CH3:39])([CH3:38])[CH3:37])=[O:34]. Product: ClC1=C(C=CC(=C1)OC)C/C=C/C(=O)OC(C)(C)C (tert-butyl (2E)-4-(2-chloro-4-methoxyphenyl)but-2-enoate). The yield is 89.4%. Run at temperature 80 celsius, time 8 hour. The solvent is C1(=CC=CC=C1)C (toluene). Reactants: ClC1=C(C=CC(=C1)OC)CC=O ((2-chloro-4-methoxyphenyl)acetaldehyde), C1(=CC=CC=C1)P(C1=CC=CC=C1)(C1=CC=CC=C1)=CC(=O)OC(C)(C)C (tert-butyl (triphenylphosphoranylidene)acetate). Procedure details: To a solution of (2-chloro-4-methoxyphenyl)acetaldehyde (1.22 g) in toluene (30.0 mL) was added tert-butyl (triphenylphosphoranylidene)acetate (2.75 g), followed by stirring at 80° C. overnight. The reaction mixture was air-cooled to room temperature, and then concentrated under reduced pressure. The residue was purified by silica gel column chromatography (hexane-ethyl acetate) to obtain tert-butyl (2E)-4-(2-chloro-4-methoxyphenyl)but-2-enoate (1.67 g). The reactants are ClCCl, Cc1c(Cl)n(C)c(=O)n(C)c1=O, CNCCN(C)CC(O)COc1ccccc1, c1ccncc1. Yields the product Cc1c(N(C)CCN(C)CC(O)COc2ccccc2)n(C)c(=O)n(C)c1=O. RXN SMILES: [CH2:36]([Cl:37])[Cl:38].[Cl:1][c:2]1[n:3]([CH3:12])[c:4](=[O:11])[n:5]([CH3:10])[c:6](=[O:9])[c:7]1[CH3:8].[O:13]([c:14]1[cH:15][cH:16][cH:17][cH:18][cH:19]1)[CH2:20][CH:21]([CH2:22][N:23]([CH3:24])[CH2:25][CH2:26][NH:27][CH3:28])[OH:29].[cH:30]1[cH:31][cH:32][n:33][cH:34][cH:35]1>>[c:2]1([N:27]([CH2:26][CH2:25][N:23]([CH2:22][CH:21]([CH2:20][O:13][c:14]2[cH:15][cH:16][cH:17][cH:18][cH:19]2)[OH:29])[CH3:24])[CH3:28])[n:3]([CH3:12])[c:4](=[O:11])[n:5]([CH3:10])[c:6](=[O:9])[c:7]1[CH3:8]. The reactants are CNCCc1ccccc1, Cc1cccc(-n2nc(C)cc2-c2ccnc(Cl)c2)c1. Product: Cc1cccc(-n2nc(C)cc2-c2ccnc(N(C)CCc3ccccc3)c2)c1. As a reaction SMILES: [CH3:21][NH:22][CH2:23][CH2:24][c:25]1[cH:26][cH:27][cH:28][cH:29][cH:30]1.[Cl:1][c:2]1[n:3][cH:4][cH:5][c:6](-[c:8]2[cH:9][c:10]([CH3:20])[n:11][n:12]2-[c:13]2[cH:14][c:15]([CH3:19])[cH:16][cH:17][cH:18]2)[cH:7]1>>[c:2]1([N:22]([CH3:21])[CH2:23][CH2:24][c:25]2[cH:26][cH:27][cH:28][cH:29][cH:30]2)[n:3][cH:4][cH:5][c:6](-[c:8]2[cH:9][c:10]([CH3:20])[n:11][n:12]2-[c:13]2[cH:14][c:15]([CH3:19])[cH:16][cH:17][cH:18]2)[cH:7]1.